From a dataset of the Open Reaction Database (ORD), a public repository of structured organic reaction records. describe an organic reaction: reactants, conditions, products, and yield The reactants are C1COCCO1, CO, ClCCl, Cl, CC(C)(C)OC(=O)NC1CCN(CC2Cn3c(=O)cnc4ccc(F)c2c43)CC1, O. The product is NC1CCN(CC2Cn3c(=O)cnc4ccc(F)c2c43)CC1. Reaction SMILES: [CH2:37]1[O:38][CH2:39][CH2:40][O:41][CH2:42]1.[CH3:34][OH:35].[Cl:31][CH2:32][Cl:33].[ClH:30].[F:1][c:2]1[c:3]2[c:4]3[n:5]([c:6](=[O:12])[cH:7][n:8][c:9]3[cH:10][cH:11]1)[CH2:13][CH:14]2[CH2:15][N:16]1[CH2:17][CH2:18][CH:19]([NH:22][C:23](=[O:24])[O:25][C:26]([CH3:27])([CH3:28])[CH3:29])[CH2:20][CH2:21]1.[OH2:36]>>[F:1][c:2]1[c:3]2[c:4]3[n:5]([c:6](=[O:12])[cH:7][n:8][c:9]3[cH:10][cH:11]1)[CH2:13][CH:14]2[CH2:15][N:16]1[CH2:17][CH2:18][CH:19]([NH2:22])[CH2:20][CH2:21]1. Reactants: C(C)(C)(C)NC(NC=1C(=CC2=C(N=C(N=C2)S(=O)(=O)C)N1)C=1C(=C(C=CC1Cl)NC(C1=CC(=CC=C1)C(F)(F)F)=O)Cl)=O (N—{3-[7-(3-tert-butyl-ureido)-2-methanesulfonyl-pyrido[2,3-d]pyrimidin-6-yl]-2,4-dichloro-phenyl}-3-trifluoromethyl-benzamide), [NH4+] (ammonium), CCN(C(C)C)C(C)C (DIEA). Solvent: CO (methanol). Conditions: temperature 80 celsius, time 4 hour. The product is NC=1N=CC2=C(N1)N=C(C(=C2)C=2C(=C(C=CC2Cl)NC(C2=CC(=CC=C2)C(F)(F)F)=O)Cl)NC(=O)NC(C)(C)C (N—{3-[2-amino-7-(3-tert-butyl-ureido)-pyrido[2,3-d]pyrimidin-6-yl]-2,4-dichloro-phenyl}-3-trifluoromethyl-benzamide). RXN SMILES: [C:1]([NH:5][C:6](=[O:43])[NH:7][C:8]1[C:9]([C:22]2[C:23]([Cl:42])=[C:24]([NH:29][C:30](=[O:41])[C:31]3[CH:36]=[CH:35][CH:34]=[C:33]([C:37]([F:40])([F:39])[F:38])[CH:32]=3)[CH:25]=[CH:26][C:27]=2[Cl:28])=[CH:10][C:11]2[CH:16]=[N:15][C:14](S(C)(=O)=O)=[N:13][C:12]=2[N:21]=1)([CH3:4])([CH3:3])[CH3:2].[NH4+].CC[N:47](C(C)C)C(C)C>CO>[NH2:47][C:14]1[N:15]=[CH:16][C:11]2[CH:10]=[C:9]([C:22]3[C:23]([Cl:42])=[C:24]([NH:29][C:30](=[O:41])[C:31]4[CH:36]=[CH:35][CH:34]=[C:33]([C:37]([F:38])([F:39])[F:40])[CH:32]=4)[CH:25]=[CH:26][C:27]=3[Cl:28])[C:8]([NH:7][C:6]([NH:5][C:1]([CH3:4])([CH3:3])[CH3:2])=[O:43])=[N:21][C:12]=2[N:13]=1. Reported procedure: To a solution of N—{3-[7-(3-tert-butyl-ureido)-2-methanesulfonyl-pyrido[2,3-d]pyrimidin-6-yl]-2,4-dichloro-phenyl}-3-trifluoromethyl-benzamide (80 mg, 0.12 mmol) in methanol (5 ml) is added ammonium (methanol solution, 20 ml, 0.14 mmol) and DIEA (41 μl, 0.24 mmol). The reaction is stirred at 80° C. for 4 hours. The methanol is removed by rotary evaporation and the crude product is purified by RP-HPLC to give the title compound as a white solid: 1H NMR 400 MHz (DMSO) δ 10.46 (s, 1H), 8.93 (s, 1H)... The reactants are O=C([O-])O, CCOC(C)=O, COCCOC, ClCCl, O=C1Nc2c(I)cccc2C1=O, [Na+], O=C1Nc2ccccc2C1=O, O, OB(O)c1ccsc1. Yields the product O=C1Nc2c(cccc2-c2ccsc2)C1=O. As a reaction SMILES: [C:20](=[O:21])([OH:22])[O-:23].[CH3:41][CH2:42][O:43][C:44](=[O:45])[CH3:46].[CH3:47][O:48][CH2:49][CH2:50][O:51][CH3:52].[Cl:38][CH2:39][Cl:40].[I:25][c:26]1[cH:27][cH:28][cH:29][c:30]2[c:31]1[NH:32][C:33](=[O:34])[C:35]2=[O:36].[Na+:24].[O:1]=[C:2]1[NH:3][c:4]2[cH:5][cH:6][cH:7][cH:8][c:9]2[C:10]1=[O:11].[OH2:37].[s:12]1[cH:13][c:14]([B:17]([OH:18])[OH:19])[cH:15][cH:16]1>>[O:1]=[C:2]1[NH:3][c:4]2[c:5](-[c:14]3[cH:13][s:12][cH:16][cH:15]3)[cH:6][cH:7][cH:8][c:9]2[C:10]1=[O:11]. Starting materials: ice water, [C@@H]1(C[C@H](O)[C@@H](CO)O1)N1C(=O)NC(=O)C(C(F)(F)F)=C1 (trifluorothymidine), C(C(C)(C)C)(=O)Cl (pivaloyl chloride). Run in N1=CC=CC=C1 (pyridine), N1=CC=CC=C1 (pyridine). Conditions: time 10 hour. The product is C(C(C)(C)C)(=O)C([C@@H]1[C@H](C[C@@H](O1)N1C(=O)NC(=O)C(C(F)(F)F)=C1)O)O (5'-Pivaloyltrifluorothymidine). As a reaction SMILES: [C@@H:1]1([N:9]2[CH:20]=[C:15]([C:16]([F:19])([F:18])[F:17])[C:13](=[O:14])[NH:12][C:10]2=[O:11])[O:8][C@H:5]([CH2:6][OH:7])[C@@H:3]([OH:4])[CH2:2]1.[C:21](Cl)(=[O:26])[C:22]([CH3:25])([CH3:24])[CH3:23]>N1C=CC=CC=1>[C:21]([CH:6]([OH:7])[C@H:5]1[O:8][C@@H:1]([N:9]2[CH:20]=[C:15]([C:16]([F:18])([F:17])[F:19])[C:13](=[O:14])[NH:12][C:10]2=[O:11])[CH2:2][C@@H:3]1[OH:4])(=[O:26])[C:22]([CH3:25])([CH3:24])[CH3:23]. Procedure details: To a stirring solution of 150 mg of trifluorothymidine in 5 mL of pyridine was added a solution of 90 mg of pivaloyl chloride in 1 ml of pyridine, with cooling. Stirring was continued at room temperature for 10 hours, then the reaction mixture was poured into 20 mL of ice water and extracted with 50 mL of ethyl acetate. The extract was washed with water and dried over sodium sulfate. The ethyl acetate was removed and the residue was purified by silica gel column chromatography using 20:1 chlorof... Reactants: stannous bromide, O (water), CC=1NC=C(C1C(C)=O)C (2,4-Dimethyl-3-acetyl-pyrrole), CC(=O)C (Acetone). Solvent: Br (hydrogen bromide), C(C)(=O)O (acetic acid). Conditions: temperature 30 celsius, time 2 hour. Product: CC=1NC(=C(C1C(C)=O)C)C(C)C (2,4-Dimethyl-3-acetyl-5-isopropyl-pyrrole). As a reaction SMILES: [CH3:1][C:2]1[NH:3][CH:4]=[C:5]([CH3:10])[C:6]=1[C:7](=[O:9])[CH3:8].[CH3:11][C:12]([CH3:14])=O.O>Br.C(O)(=O)C>[CH3:1][C:2]1[NH:3][C:4]([CH:12]([CH3:14])[CH3:11])=[C:5]([CH3:10])[C:6]=1[C:7](=[O:9])[CH3:8]. Procedure: Anhydrous stannous bromide (5g) was stirred to solution in 20 ml of hydrogen bromide in acetic acid (30-32 %). 2,4-Dimethyl-3-acetyl-pyrrole (548 mg) was added and the mixture was warmed to dissolve this, then cooled to 30° C. Acetone(0.6 ml) was added and the solution was stirred at 35° C. for 21/2 hrs then poured into water at 10° C. The product was separated and washed with dilute hydrochloric acid then with water. It formed colourless micro-prisms (549 mg. 77%), m.p. 166°-167° C. or 173-174.... Starting materials: ClCCCCOC1=C(C=C2C(=CC=NC2=C1)OC1=C(C=C(C=C1)C)C(=O)C1=CC=CC=C1)OC ((2-{[7-(4-Chlorobutoxy)-6-methoxy-4-quinolyl]oxy}-5-methylphenyl)(phenyl)methanone), C([O-])([O-])=O.[K+].[K+] (potassium carbonate), O (water), ClCCCCOC1=C(C=C2C(=CC=NC2=C1)OC1=C(C=C(C=C1)C)C(=O)C1=CC=CC=C1)OC ((2-{[7-(4-Chlorobutoxy)-6-methoxy-4-quinolyl]oxy}-5-methylphenyl)(phenyl)methanone), 4-aminoethanol, CN(C=O)C (N,N-dimethylformamide). Conditions: temperature 80 celsius, time 8 hour. The product is OCCNCCCCOC1=C(C=C2C(=CC=NC2=C1)OC1=C(C=C(C=C1)C)C(=O)C1=CC=CC=C1)OC ({2-[(7-{4-[(2-Hydroxyethyl)amino]butoxy}-6-methoxy-4-quinolyl)oxy]-5-methylphenyl}(phenyl)methanone). Isolated yield 51.0%. Reaction SMILES: Cl[CH2:2][CH2:3][CH2:4][CH2:5][O:6][C:7]1[CH:16]=[C:15]2[C:10]([C:11]([O:17][C:18]3[CH:23]=[CH:22][C:21]([CH3:24])=[CH:20][C:19]=3[C:25]([C:27]3[CH:32]=[CH:31][CH:30]=[CH:29][CH:28]=3)=[O:26])=[CH:12][CH:13]=[N:14]2)=[CH:9][C:8]=1[O:33][CH3:34].[C:35](=[O:38])([O-])[O-].[K+].[K+].O.[CH3:42][N:43](C)C=O>>[OH:38][CH2:35][CH2:42][NH:43][CH2:2][CH2:3][CH2:4][CH2:5][O:6][C:7]1[CH:16]=[C:15]2[C:10]([C:11]([O:17][C:18]3[CH:23]=[CH:22][C:21]([CH3:24])=[CH:20][C:19]=3[C:25]([C:27]3[CH:32]=[CH:31][CH:30]=[CH:29][CH:28]=3)=[O:26])=[CH:12][CH:13]=[N:14]2)=[CH:9][C:8]=1[O:33][CH3:34] |f:1.2.3|. Procedure: (2-{[7-(4-Chlorobutoxy)-6-methoxy-4-quinolyl]oxy}-5-methylphenyl)(phenyl)methanone (compound 142) (60 mg), 4-aminoethanol (24 mg), and potassium carbonate (90 mg) were suspended in N,N-dimethylformamide (2 ml), and the suspension was stirred at 80° C. overnight. The reaction solution was cooled to room temperature, water was then added to the reaction solution, and the mixture was extracted with ethyl acetate. The ethyl acetate layer was then washed with water and saturated brine and was dried o...